This data is from the Open Reaction Database (ORD), a public repository of structured organic reaction records. The task is: describe an organic reaction: reactants, conditions, products, and yield The reactants are C1CCOC1, C=CCC(C)C(OC(=O)OCC(Cl)(Cl)Cl)C(C)C(=O)C(C)(C)C(OC(C)C)OC(C)C, [Na+], O=C([O-])O, O, O, Cc1ccc(S(=O)(=O)O)cc1. The product is C=CCC(C)C(OC(=O)OCC(Cl)(Cl)Cl)C(C)C(=O)C(C)(C)C=O. RXN SMILES: [CH2:49]1[O:50][CH2:51][CH2:52][CH2:53]1.[CH:1]([O:4][CH:5]([O:2][CH:3]([CH3:28])[CH3:29])[C:6]([C:7]([CH:8]([CH:9]([CH:10]([CH2:11][CH:12]=[CH2:13])[CH3:14])[O:15][C:16](=[O:17])[O:18][CH2:19][C:20]([Cl:21])([Cl:22])[Cl:23])[CH3:24])=[O:25])([CH3:26])[CH3:27])([CH3:30])[CH3:31].[Na+:48].[O-:44][C:45]([OH:46])=[O:47].[OH2:32].[OH2:54].[c:33]1([CH3:34])[cH:35][cH:36][c:37]([S:38]([OH:39])(=[O:40])=[O:41])[cH:42][cH:43]1>>[O:4]=[CH:5][C:6]([C:7]([CH:8]([CH:9]([CH:10]([CH2:11][CH:12]=[CH2:13])[CH3:14])[O:15][C:16](=[O:17])[O:18][CH2:19][C:20]([Cl:21])([Cl:22])[Cl:23])[CH3:24])=[O:25])([CH3:26])[CH3:27]. Reactants: CCOC(C)O, COc1ccc(OC)c2c(Cl)c(C#N)cnc12, Nc1ccc2cn[nH]c2c1, [Na+], [Na+], O=C([O-])[O-], O. The product is COc1ccc(OC)c2c(Nc3ccc4cn[nH]c4c3)c(C#N)cnc12. As a reaction SMILES: [CH2:28]([O:29][CH:30]([OH:31])[CH3:32])[CH3:33].[Cl:1][c:2]1[c:3]([C:16]#[N:17])[cH:4][n:5][c:6]2[c:7]([O:14][CH3:15])[cH:8][cH:9][c:10]([O:12][CH3:13])[c:11]12.[NH2:18][c:19]1[cH:20][cH:21][c:22]2[cH:23][n:24][nH:25][c:26]2[cH:27]1.[Na+:34].[Na+:35].[O-:36][C:37](=[O:38])[O-:39].[OH2:40]>>[c:2]1([NH:18][c:19]2[cH:20][cH:21][c:22]3[cH:23][n:24][nH:25][c:26]3[cH:27]2)[c:3]([C:16]#[N:17])[cH:4][n:5][c:6]2[c:7]([O:14][CH3:15])[cH:8][cH:9][c:10]([O:12][CH3:13])[c:11]12. Reaction SMILES: Cl[C:2]1[N:7]=[C:6]([NH2:8])[C:5]([N+:9]([O-:11])=[O:10])=[CH:4][CH:3]=1.CN(C)C=O.[NH:17]1[CH2:22][CH2:21][CH2:20][C@@H:19]([C:23]([OH:25])=[O:24])[CH2:18]1.C(N(C(C)C)CC)(C)C>>[NH2:8][C:6]1[N:7]=[C:2]([N:17]2[CH2:22][CH2:21][CH2:20][C@@H:19]([C:23]([OH:25])=[O:24])[CH2:18]2)[CH:3]=[CH:4][C:5]=1[N+:9]([O-:11])=[O:10]. Reactants: ClC1=CC=C(C(=N1)N)[N+](=O)[O-] (6-chloro-3-nitropyridin-2-amine), CN(C=O)C (N,N-dimethylformamide), N1C[C@@H](CCC1)C(=O)O ((R)-piperidine-3-carboxylic acid), C(C)(C)N(CC)C(C)C (diisopropylethylamine). Procedure: A solution of 6-chloro-3-nitropyridin-2-amine in N,N-dimethylformamide (70 mL, 12.25 mmol, 0.175M) was added to (R)-piperidine-3-carboxylic acid (12.25 mmol) followed by diisopropylethylamine (4.55 mL, 24.5 mmol). The reaction mixture was stirred at 80° C. for 16 h. The solvent was removed under reduced pressure to afford (R)-1-(6-amino-5-nitropyridin-2-yl)piperidine-3-carboxylic acid which was used without further purification. Product: NC1=C(C=CC(=N1)N1C[C@@H](CCC1)C(=O)O)[N+](=O)[O-] ((R)-1-(6-amino-5-nitropyridin-2-yl)piperidine-3-carboxylic acid). Conditions: temperature 80 celsius, time 16 hour. Reactants: O (water), C(C)OC(C#CC1=C(N(C(C(=N1)C(=O)OC)=O)C1=CC(=CC=C1)C(F)(F)F)C)OCC (methyl 6-(3,3-diethoxyprop-1-ynyl)-5-methyl-3-oxo-4-(3-(trifluoromethyl)phenyl)-3,4-dihydropyrazine-2-carboxylate), Cl.N(N)C1=CC=C(C#N)C=C1 (4-hydrazinylbenzonitrile hydrochloride), O (water). The solvent is CO (methanol). Conditions: temperature 45 celsius, time 1 hour. Yields the product C(#N)C1=CC=C(C=C1)NN=CC#CC1=C(N(C(C(=N1)C(=O)OC)=O)C1=CC(=CC=C1)C(F)(F)F)C (methyl 6-(3-(2-(4-cyanophenyl)hydrazono)prop-1-ynyl)-5-methyl-3-oxo-4-(3-(trifluoromethyl)phenyl)-3,4-dihydropyrazine-2-carboxylate). The yield is 95.0%. As a reaction SMILES: C(O[CH:4](OCC)[C:5]#[C:6][C:7]1[N:12]=[C:11]([C:13]([O:15][CH3:16])=[O:14])[C:10](=[O:17])[N:9]([C:18]2[CH:23]=[CH:22][CH:21]=[C:20]([C:24]([F:27])([F:26])[F:25])[CH:19]=2)[C:8]=1[CH3:28])C.Cl.[NH:33]([C:35]1[CH:42]=[CH:41][C:38]([C:39]#[N:40])=[CH:37][CH:36]=1)[NH2:34].O>CO>[C:39]([C:38]1[CH:41]=[CH:42][C:35]([NH:33][N:34]=[CH:4][C:5]#[C:6][C:7]2[N:12]=[C:11]([C:13]([O:15][CH3:16])=[O:14])[C:10](=[O:17])[N:9]([C:18]3[CH:23]=[CH:22][CH:21]=[C:20]([C:24]([F:25])([F:26])[F:27])[CH:19]=3)[C:8]=2[CH3:28])=[CH:36][CH:37]=1)#[N:40] |f:1.2|. Procedure details: In a 100 mL round-bottomed flask, methyl 6-(3,3-diethoxyprop-1-ynyl)-5-methyl-3-oxo-4-(3-(trifluoromethyl)phenyl)-3,4-dihydropyrazine-2-carboxylate (SM2, 1.136 g, 2.59 mmol) and 4-hydrazinylbenzonitrile hydrochloride (0.508 g, 3.00 mmol) were stirred in methanol (25 mL) and water (2.5 ml) under air at 65° C. After 1 h, the mixture was allowed to cool to 45° C., water (50 ml) was added and the mixture then cooled to RT. After stirring for 30 minutes, the solid was filtered off, washed with water ... The reactants are Cc1ccc(C(=O)NC2CC2)cc1NC(=O)c1ccc(OCc2ccccn2)cc1, ClCCl, O=C(OO)c1cccc(Cl)c1. Product: Cc1ccc(C(=O)NC2CC2)cc1NC(=O)c1ccc(OCc2cccc[n+]2[O-])cc1. As a reaction SMILES: [CH:1]1([NH:4][C:5]([c:6]2[cH:7][c:8]([NH:13][C:14]([c:15]3[cH:16][cH:17][c:18]([O:21][CH2:22][c:23]4[n:24][cH:25][cH:26][cH:27][cH:28]4)[cH:19][cH:20]3)=[O:29])[c:9]([CH3:12])[cH:10][cH:11]2)=[O:30])[CH2:2][CH2:3]1.[Cl:42][CH2:43][Cl:44].[OH:31][O:32][C:33]([c:34]1[cH:35][c:36]([Cl:37])[cH:38][cH:39][cH:40]1)=[O:41]>>[CH:1]1([NH:4][C:5]([c:6]2[cH:7][c:8]([NH:13][C:14]([c:15]3[cH:16][cH:17][c:18]([O:21][CH2:22][c:23]4[n+:24]([O-:31])[cH:25][cH:26][cH:27][cH:28]4)[cH:19][cH:20]3)=[O:29])[c:9]([CH3:12])[cH:10][cH:11]2)=[O:30])[CH2:2][CH2:3]1.